This data is from the Open Reaction Database (ORD), a public repository of structured organic reaction records. The task is: describe an organic reaction: reactants, conditions, products, and yield Reactants: F[B-](F)(F)F, CCO, CCN(C(C)C)C(C)C, CC(N)c1nc2cc(Cl)ccc2[nH]1, Cl, ClCCl, Cc1cc(C(=O)O)ccc1C(=O)N1CC=CC1, C1CCOC1, CN(C)C(On1nnc2ccccc21)=[N+](C)C. The product is Cc1cc(C(=O)NC(C)c2nc3cc(Cl)ccc3[nH]2)ccc1C(=O)N1CC=CC1. RXN SMILES: [B-:18]([F:19])([F:20])([F:21])[F:22].[CH2:68]([OH:69])[CH3:70].[CH:40]([N:41]([CH:42]([CH3:43])[CH3:44])[CH2:45][CH3:46])([CH3:47])[CH3:48].[Cl:49][c:50]1[cH:51][c:52]2[c:53]([nH:54][c:55]([CH:57]([CH3:58])[NH2:59])[n:56]2)[cH:60][cH:61]1.[Cl:62].[Cl:71][CH2:72][Cl:73].[N:1]1([C:6](=[O:7])[c:8]2[c:9]([CH3:17])[cH:10][c:11]([C:12](=[O:13])[OH:14])[cH:15][cH:16]2)[CH2:2][CH:3]=[CH:4][CH2:5]1.[O:63]1[CH2:64][CH2:65][CH2:66][CH2:67]1.[n:23]1([O:24][C:25]([N:26]([CH3:27])[CH3:28])=[N+:29]([CH3:30])[CH3:31])[c:32]2[cH:33][cH:34][cH:35][cH:36][c:37]2[n:38][n:39]1>>[N:1]1([C:6](=[O:7])[c:8]2[c:9]([CH3:17])[cH:10][c:11]([C:12](=[O:14])[NH:59][CH:57]([c:55]3[nH:54][c:53]4[c:52]([cH:51][c:50]([Cl:49])[cH:61][cH:60]4)[n:56]3)[CH3:58])[cH:15][cH:16]2)[CH2:2][CH:3]=[CH:4][CH2:5]1.